Dataset: the Open Reaction Database (ORD), a public repository of structured organic reaction records. Task: describe an organic reaction: reactants, conditions, products, and yield Reactants: Cl.NC=1C=C(C=CC1)C1=CC(=CC=C1)NC(CCCCC(=O)O)=O (3-amino-3'-[(5-carboxyvaleryl)amino]biphenyl hydrochloride), N#CN (cyanamide). The solvent is O1CCOCC1 (dioxane). Product: C(=O)(O)CCCCC(=O)NC=1C=C(C=CC1)C1=CC(=CC=C1)NC(=N)N (3-(5-Carboxyvalerylamino)-3'-guanidinobiphenyl). RXN SMILES: Cl.[NH2:2][C:3]1[CH:4]=[C:5]([C:9]2[CH:14]=[CH:13][CH:12]=[C:11]([NH:15][C:16](=[O:24])[CH2:17][CH2:18][CH2:19][CH2:20][C:21]([OH:23])=[O:22])[CH:10]=2)[CH:6]=[CH:7][CH:8]=1.[N:25]#[C:26][NH2:27]>O1CCOCC1>[C:21]([CH2:20][CH2:19][CH2:18][CH2:17][C:16]([NH:15][C:11]1[CH:10]=[C:9]([C:5]2[CH:6]=[CH:7][CH:8]=[C:3]([NH:2][C:26]([NH2:27])=[NH:25])[CH:4]=2)[CH:14]=[CH:13][CH:12]=1)=[O:24])([OH:23])=[O:22] |f:0.1|. Reported procedure: Prepared by refluxing 3-amino-3'-[(5-carboxyvaleryl)amino]biphenyl hydrochloride with cyanamide in dioxane for 3 hours. Reactants: N1=C(C=CC=C1)NC(NC1=CC=C(C=C1)CC(=O)OC)=O (methyl 4-(2-pyridylureido)phenylacetate), [OH-].[Na+] (NaOH), C(C)(=O)O (acetic acid), Cl (HCl). The solvent is CO (methanol). Conditions: time 16 hour. The product is N1=C(C=CC=C1)NC(NC1=CC=C(C=C1)CC(=O)O)=O (4-(2-pyridyl)ureidophenylacetic acid). Yield: 86.6%. Reaction SMILES: [N:1]1[CH:6]=[CH:5][CH:4]=[CH:3][C:2]=1[NH:7][C:8](=[O:21])[NH:9][C:10]1[CH:15]=[CH:14][C:13]([CH2:16][C:17]([O:19]C)=[O:18])=[CH:12][CH:11]=1.[OH-].[Na+].Cl.C(O)(=O)C>CO>[N:1]1[CH:6]=[CH:5][CH:4]=[CH:3][C:2]=1[NH:7][C:8](=[O:21])[NH:9][C:10]1[CH:15]=[CH:14][C:13]([CH2:16][C:17]([OH:19])=[O:18])=[CH:12][CH:11]=1 |f:1.2|. Reported procedure: A solution of methyl 4-(2-pyridylureido)phenylacetate (5.7 g, 20.0 mmol) in methanol (20 mL) was treated with 1 N NaOH (40 mL). The reaction was stirred for 16 h, then acidified carefully with 1 N HCl to pH 7 then with acetic acid to pH 3. The product was filtered and washed with methanol then ether to give 4-(2-pyridyl)ureidophenylacetic acid (4.7 g, 87%) as a white powder: 1H NMR (CD3SOCD3, 300 MHz, ppm) 10.62 (bs, 1H), 9.53 (bs, 1H), 8.39 (d, 1H), 7.82 (t, 1H), 7.63-7.55 (m, 1H), 7.33-7.27 (d... Reaction conditions: time 18 hour. The reactants are C(C)OC(=O)C=1NC2=CC=C(C=C2C1)O[C@@H]1CN(CC1)CC1=CC=CC=C1 (5-((S)-1-benzyl-pyrrolidin-3-yloxy)-1H-indole-2-carboxylic acid ethyl ester), C(C)(=O)O (acetic acid), IC(C)C (2-iodopropane). RXN SMILES: [CH2:1]([O:3][C:4]([C:6]1[NH:7][C:8]2[C:13]([CH:14]=1)=[CH:12][C:11]([O:15][C@H:16]1[CH2:20][CH2:19][N:18]([CH2:21][C:22]3C=CC=CC=3)[CH2:17]1)=[CH:10][CH:9]=2)=[O:5])[CH3:2].[C:28](O)(=O)C.IC(C)C>C(O)C.[Pd]>[CH2:1]([O:3][C:4]([C:6]1[NH:7][C:8]2[C:13]([CH:14]=1)=[CH:12][C:11]([O:15][C@H:16]1[CH2:20][CH2:19][N:18]([CH:21]([CH3:22])[CH3:28])[CH2:17]1)=[CH:10][CH:9]=2)=[O:5])[CH3:2]. Product: C(C)OC(=O)C=1NC2=CC=C(C=C2C1)O[C@@H]1CN(CC1)C(C)C (5-((S)-1-Isopropyl-pyrrolidin-3-yloxy)-1H-indole-2-carboxylic acid ethyl ester). The yield is 59.0%. Procedure details: To a mixture of 5-((S)-1-benzyl-pyrrolidin-3-yloxy)-1H-indole-2-carboxylic acid ethyl ester (18.0 g, 1.0 eq.) and acetic acid (28 mL, 10 eq.) in ethanol (500 mL) was added palladium on activated charcoal (10% in mass, 2.0 g, 0.04 eq.) and the reaction vessel was flushed with hydrogen (1 Atm). The reaction mixture was stirred 18 h at room temperature and then filtered off and concentrated in vacuo. The residue (28.4 g) was dissolved in dimethylformamide (500 mL) and potassium carbonate was added.... The reagents and catalysts are [Pd] (palladium on activated charcoal). Solvent: C(C)O (ethanol). Starting materials: BrC1=CC=C(C=C1)N1CCNCC1 (1-(4-bromophenyl)piperazine), ClCCC1CN(C(O1)=O)C (5-(2-chloroethyl)-3-methyl-2-oxazolidinone), C([O-])([O-])=O.[Na+].[Na+] (sodium carbonate), [I-].[K+] (potassium iodide). Solvent: C(CCC)O (1-butanol), CC(C)O (2-propanol). The product is BrC1=CC=C(C=C1)N1CCN(CC1)CCC1CN(C(O1)=O)C (5-[2-[4-(4-Bromophenyl)-1-piperazinyl]ethyl]-3-methyl-2-oxazolidinone). Isolated yield 76.0%. RXN SMILES: [Br:1][C:2]1[CH:7]=[CH:6][C:5]([N:8]2[CH2:13][CH2:12][NH:11][CH2:10][CH2:9]2)=[CH:4][CH:3]=1.Cl[CH2:15][CH2:16][CH:17]1[O:21][C:20](=[O:22])[N:19]([CH3:23])[CH2:18]1.C(=O)([O-])[O-].[Na+].[Na+].[I-].[K+]>C(O)CCC.CC(O)C>[Br:1][C:2]1[CH:3]=[CH:4][C:5]([N:8]2[CH2:13][CH2:12][N:11]([CH2:15][CH2:16][CH:17]3[O:21][C:20](=[O:22])[N:19]([CH3:23])[CH2:18]3)[CH2:10][CH2:9]2)=[CH:6][CH:7]=1 |f:2.3.4,5.6|. Procedure details: This compound was prepared according to the procedure of Example 2. A mixture of 3.6 g (0.015 mol) of 1-(4-bromophenyl)piperazine, 2.5 g (0.015 mol) of 5-(2-chloroethyl)-3-methyl-2-oxazolidinone, 4.8 g (0.045 mol) of anhydrous sodium carbonate and 0.4 g of potassium iodide in 100 mL of 1-butanol heated at reflux for 22 h gave 4.2 g (76%) of white solid, mp 125°-127° C. (2-propanol). The reactants are ClC1=NC(=C(C=C1C#N)C1=CC=C(C=C1)Cl)C1=C(C=CC=C1)Cl (2-chloro-6-(2-chlorophenyl)-5-(4-chlorophenyl)pyridine-3-carbonitrile), NC (H2NCH3). Run at time 8 hour. Product: ClC1=C(C=CC=C1)C1=C(C=C(C(=N1)NC)C#N)C1=CC=C(C=C1)Cl (6-(2-chlorophenyl)-5-(4-chlorophenyl)-2-(methylamino)pyridine-3-carbonitrile). As a reaction SMILES: Cl[C:2]1[C:7]([C:8]#[N:9])=[CH:6][C:5]([C:10]2[CH:15]=[CH:14][C:13]([Cl:16])=[CH:12][CH:11]=2)=[C:4]([C:17]2[CH:22]=[CH:21][CH:20]=[CH:19][C:18]=2[Cl:23])[N:3]=1.[NH2:24][CH3:25]>>[Cl:23][C:18]1[CH:19]=[CH:20][CH:21]=[CH:22][C:17]=1[C:4]1[N:3]=[C:2]([NH:24][CH3:25])[C:7]([C:8]#[N:9])=[CH:6][C:5]=1[C:10]1[CH:11]=[CH:12][C:13]([Cl:16])=[CH:14][CH:15]=1. Reported procedure: To the product of Step C (300 mg) was added H2NCH3 (3.34 mL, 2 M solution in THF). The reaction stirred at room temperature overnight before concentrating. The product was dissolved in EtOAc and washed with saturated aqueous NaHCO3 solution. The solution was concentrated and purified via flash chromatography on silica gel with a gradient elution of 0% to 20% EtOAc in hexane affording the title compound. HPLC/MS: 353.9 (M+1), 355.9 (M+3); Rt=4.21 min.